From a dataset of the Open Reaction Database (ORD), a public repository of structured organic reaction records. describe an organic reaction: reactants, conditions, products, and yield Starting materials: ClC1=NC(=CC(=N1)Cl)C(=O)OC (methyl 2,4-dichloropyrimidine-6-carboxylate), N1CCCC1 (pyrrolidine), C([O-])([O-])=O.[Na+].[Na+] (sodium carbonate). Run in CO (methanol). Run at temperature 20 celsius, time 1 hour. The product is ClC1=NC(=CC(=N1)C(=O)OC)N1CCCC1 (Methyl 2-chloro-6-pyrrolidin-1-yl-pyrimidine-4-carboxylate). The yield is 40.3%. As a reaction SMILES: [Cl:1][C:2]1[N:7]=[C:6](Cl)[CH:5]=[C:4]([C:9]([O:11][CH3:12])=[O:10])[N:3]=1.[NH:13]1[CH2:17][CH2:16][CH2:15][CH2:14]1.C(=O)([O-])[O-].[Na+].[Na+]>CO>[Cl:1][C:2]1[N:3]=[C:4]([C:9]([O:11][CH3:12])=[O:10])[CH:5]=[C:6]([N:13]2[CH2:17][CH2:16][CH2:15][CH2:14]2)[N:7]=1 |f:2.3.4|. Procedure details: A mixture of methyl 2,4-dichloropyrimidine-6-carboxylate (1.66 g, 8.0 mmol), pyrrolidine (0.66 mL, 8 mmol) and sodium carbonate (1.54 g, 14.0 mmol) in methanol (8 mL) was stirred for 1 h at 20° C. The mixture was partitioned between ethyl acetate and water, and the organic layer was subsequently washed with brine, dried over sodium sulfate and evaporated under reduced pressure to give crude title compound (0.78 g, 40%) as light yellow solid. MS ISP (m/e): 242.2 [(M+H)+]. Reactants: Br.CC1=C(C=CC(=C1)C)SC1=C(C=CC=C1)N1CCNCC1 (1-[2-(2,4-dimethylphenylsulfanyl)phenyl]piperazine-HBr). Run in C(C)(C)O (isopropanol), O (water), C(C)(C)O (isopropanol). Run at temperature 20 celsius. Product: CC1=C(C=CC(=C1)C)SC1=C(C=CC=C1)N1CCNCC1 (1-[2-(2,4-dimethylphenylsulfanyl)phenyl]piperazine). As a reaction SMILES: Br.[CH3:2][C:3]1[CH:8]=[C:7]([CH3:9])[CH:6]=[CH:5][C:4]=1[S:10][C:11]1[CH:16]=[CH:15][CH:14]=[CH:13][C:12]=1[N:17]1[CH2:22][CH2:21][NH:20][CH2:19][CH2:18]1>C(O)(C)C.O>[CH3:2][C:3]1[CH:8]=[C:7]([CH3:9])[CH:6]=[CH:5][C:4]=1[S:10][C:11]1[CH:16]=[CH:15][CH:14]=[CH:13][C:12]=1[N:17]1[CH2:18][CH2:19][NH:20][CH2:21][CH2:22]1 |f:0.1|. Reported procedure: 1-[2-(2,4-dimethylphenylsulfanyl)phenyl]piperazine-HBr (33.1 Kg) in a mixture of isopropanol (412 L) and water (18 L) was heated to reflux. The solution was cooled to 20° C. and isopropanol solvate of 1-[2-(2,4-dimethylphenylsulfanyl)phenyl]piperazine was isolated by filtration and washed with isopropanol (82 L). The wet filter cake was dissolved in a mixture of isopropanol (353 L) and water (17 L) at reflux. The solution was cooled to 20° C. and isopropanol solvate of 1-[2-(2,4-dimethylphenylsu... Reactants: Cc1cccc2c1CCCC2=O, [K+], O=[N+]([O-])[O-], O, O=S(=O)(O)O. The product is Cc1ccc([N+](=O)[O-])c2c1CCCC2=O. As a reaction SMILES: [CH3:1][c:2]1[c:3]2[c:8]([cH:9][cH:10][cH:11]1)[C:7](=[O:12])[CH2:6][CH2:5][CH2:4]2.[K+:13].[O-:14][N+:15]([O-:16])=[O:17].[OH2:18].[S:19](=[O:20])(=[O:21])([OH:22])[OH:23]>>[CH3:1][c:2]1[c:3]2[c:8]([c:9]([N+:15](=[O:14])[O-:16])[cH:10][cH:11]1)[C:7](=[O:12])[CH2:6][CH2:5][CH2:4]2. The reactants are BrCc1ccc(I)c(Br)c1, CC(C)(C)[O-], [K+], C1CCOC1, O=C(Cc1ccccc1)c1ccccc1. Yields the product O=C(c1ccccc1)C(Cc1ccc(I)c(Br)c1)c1ccccc1. As a reaction SMILES: [Br:22][c:23]1[c:24]([I:31])[cH:25][cH:26][c:27]([CH2:29][Br:30])[cH:28]1.[CH3:16][C:17]([CH3:18])([O-:19])[CH3:20].[K+:21].[O:32]1[CH2:33][CH2:34][CH2:35][CH2:36]1.[c:1]1([C:7](=[O:8])[CH2:9][c:10]2[cH:11][cH:12][cH:13][cH:14][cH:15]2)[cH:2][cH:3][cH:4][cH:5][cH:6]1>>[c:1]1([C:7](=[O:8])[CH:9]([c:10]2[cH:11][cH:12][cH:13][cH:14][cH:15]2)[CH2:29][c:27]2[cH:26][cH:25][c:24]([I:31])[c:23]([Br:22])[cH:28]2)[cH:2][cH:3][cH:4][cH:5][cH:6]1. Starting materials: CC(=O)c1ccc(Cl)c(Nc2ccccc2)c1, CS(=O)(=O)Cl, ClCCl, c1ccncc1. Yields the product CC(=O)c1ccc(Cl)c(NS(C)(=O)=O)c1. RXN SMILES: [C:1]([CH3:2])(=[O:3])[c:4]1[cH:5][cH:6][c:7]([Cl:17])[c:8]([NH:10][c:11]2[cH:12][cH:13][cH:14][cH:15][cH:16]2)[cH:9]1.[CH3:18][S:19]([Cl:20])(=[O:21])=[O:22].[Cl:23][CH2:24][Cl:25].[cH:26]1[cH:27][cH:28][n:29][cH:30][cH:31]1>>[C:1]([CH3:2])(=[O:3])[c:4]1[cH:5][cH:6][c:7]([Cl:17])[c:8]([NH:10][S:19]([CH3:18])(=[O:21])=[O:22])[cH:9]1. Reactants: COC(C1=CC(=C(C=C1)CO)[N+](=O)[O-])=O (4-Hydroxymethyl-3-nitro-benzoic acid methyl ester), [NH4+].[Cl-] (NH4Cl). The reagents and catalysts are [Fe] (Fe). Run in CCO (EtOH). Run at temperature 75 celsius, time 3 hour. Yields the product COC(C1=CC(=C(C=C1)CO)N)=O (3-Amino-4-hydroxymethyl-benzoic acid methyl ester). RXN SMILES: [CH3:1][O:2][C:3](=[O:15])[C:4]1[CH:9]=[CH:8][C:7]([CH2:10][OH:11])=[C:6]([N+:12]([O-])=O)[CH:5]=1.[NH4+].[Cl-]>CCO.[Fe]>[CH3:1][O:2][C:3](=[O:15])[C:4]1[CH:9]=[CH:8][C:7]([CH2:10][OH:11])=[C:6]([NH2:12])[CH:5]=1 |f:1.2|. Procedure details: To a solution of 4-hydroxymethyl-3-nitro-benzoic acid methyl ester (step (b), 5.6 g, 26.5 mmol) in 60 mL EtOH/30 mL H2O was added Fe powder (7.5 g, 134.3 mmol) and NH4Cl (0.75 g, 14.0 mmol). The reaction mixture was stirred at 75° C. for 3 h, then filtered while hot through Celite. The Celite was washed with EtOAc and MeOH. The filtrate was concentrated in vacuo and partitioned between EtOAc/H2O. The EtOAc layers was dried over MgSO4 and concentrated in vacuo to give a yellow solid. MS m/z: 179....